This data is from the Open Reaction Database (ORD), a public repository of structured organic reaction records. The task is: describe an organic reaction: reactants, conditions, products, and yield The reactants are NC1=C(NC2=CC(=CC=C12)Cl)C(C1=C(C=CC(=C1)Cl)[N+](=O)[O-])=O (3-amino-6-chloro-2-(5-chloro-2-nitrobenzoyl)indole), C(CC)(=O)Cl (propionyl chloride), [K+].[Br-] (KBr). The product is ClC1=CC=C2C(=C(NC2=C1)C(C1=C(C=CC(=C1)Cl)[N+](=O)[O-])=O)NC(CC)=O (6-Chloro-2-(5-chloro-2-nitrobenzoyl)-3-(propionylamino)indole). Reaction SMILES: [NH2:1][C:2]1[C:10]2[C:5](=[CH:6][C:7]([Cl:11])=[CH:8][CH:9]=2)[NH:4][C:3]=1[C:12](=[O:23])[C:13]1[CH:18]=[C:17]([Cl:19])[CH:16]=[CH:15][C:14]=1[N+:20]([O-:22])=[O:21].[C:24](Cl)(=[O:27])[CH2:25][CH3:26].[K+].[Br-]>>[Cl:11][C:7]1[CH:6]=[C:5]2[C:10]([C:2]([NH:1][C:24](=[O:27])[CH2:25][CH3:26])=[C:3]([C:12](=[O:23])[C:13]3[CH:18]=[C:17]([Cl:19])[CH:16]=[CH:15][C:14]=3[N+:20]([O-:22])=[O:21])[NH:4]2)=[CH:9][CH:8]=1 |f:2.3|. Procedure details: The title compound were prepared according to the procedure described in Example 19 from 3-amino-6-chloro-2-(5-chloro-2-nitrobenzoyl)indole (step 2) and propionyl chloride. m.p.: 245-246° C. IR (KBr) ν: 3078, 1665, 1628, 1580, 1526, 1497, 1340, 1313, 1238, 1022, 843 cm−1 1H-NMR (DMSO-d6) δ: 12.09 (1 H, br s), 9.26 (1 H, br s), 8.29 (1 H, d, J=8.7 Hz), 7.87 (1 H, dd, J=2.3, 8.7 Hz), 7.66 (1 H, d, J=2.0 Hz), 7.49 (1 H, d, J=8.6 Hz), 7.46 (1 H, d, J=2.0 Hz), 7.11 (1 H, dd, J=1.8, 8.7 Hz), 1.89 (2 H... Reactants: C(CCCCC=C)#N (6-heptenenitrile), NC1=C(C=CC=C1)O (aminophenol), C([O-])([O-])=O.[K+].[K+] (potassium carbonate), C([O-])([O-])=O.[K+].[K+] (potassium carbonate), C([O-])([O-])=O.[K+].[K+] (potassium carbonate), BrCCCCCCC#N (7-bromoheptanenitrile), [F-].[Cs+] (cesium fluoride), C([O-])([O-])=O.[K+].[K+] (potassium carbonate), [H-].[Na+] (sodium hydride). Run in CN(C)C=O (DMF), O (water), CO.O (methanol water), CO (methanol), O (water). Conditions: time 18 hour. Product: OC1=CC=C(C=C1)NCCCCCCC#N (7-[(4-hydroxyphenyl)amino]heptanenitrile). Reaction SMILES: N[C:2]1[CH:7]=[CH:6][CH:5]=[CH:4][C:3]=1[OH:8].C(=O)([O-])[O-].[K+].[K+].Br[CH2:16][CH2:17][CH2:18][CH2:19][CH2:20][CH2:21][C:22]#[N:23].C(#[N:31])CCCCC=C.[H-].[Na+].[F-].[Cs+]>CN(C=O)C.CO.O.O.CO>[OH:8][C:3]1[CH:4]=[CH:5][C:6]([NH:31][CH2:16][CH2:17][CH2:18][CH2:19][CH2:20][CH2:21][C:22]#[N:23])=[CH:7][CH:2]=1 |f:1.2.3,6.7,8.9,11.12|. Procedure details: To a solution of 109 g (1 mol) of p-aminophenol and 92.9 mL (1.15 mol) of pyridine in 1 L of t-butylmethylether at -10° was added 156 mL (1.1 mol) of trifluoroacetic anhydride. During addition the temperature was maintained below 0° C. After the addition was complete, the temperature was allowed to rise to 15° C., at which point a saturated solution of sodium chloride was added and the reaction stirred rapidly for 15 minutes. The layers were separated and the organic layer washed twice with satu... Starting materials: [K+], O=[N+]([O-])[O-], c1ccc2c(c1)CCCN2, [Na+], O=C([O-])O, O=S(=O)(O)O. Product: O=[N+]([O-])c1ccc2c(c1)NCCC2. As a reaction SMILES: [K+:15].[N+:11](=[O:12])([O-:13])[O-:14].[NH:1]1[CH2:2][CH2:3][CH2:4][c:5]2[cH:6][cH:7][cH:8][cH:9][c:10]21.[Na+:20].[O-:16][C:17]([OH:18])=[O:19].[S:21](=[O:22])(=[O:23])([OH:24])[OH:25]>>[NH:1]1[CH2:2][CH2:3][CH2:4][c:5]2[cH:6][cH:7][c:8]([N+:11](=[O:12])[O-:13])[cH:9][c:10]21.